From a dataset of the Open Reaction Database (ORD), a public repository of structured organic reaction records. describe an organic reaction: reactants, conditions, products, and yield Starting materials: Cc1ccc(-c2c(Cl)ncnc2OCCO)cc1, [N-]=[N+]=[N-], [Na+], O. Product: Cc1ccc(-c2c(N=[N+]=[N-])ncnc2OCCO)cc1. RXN SMILES: [Cl:1][c:2]1[c:3](-[c:12]2[cH:13][cH:14][c:15]([CH3:18])[cH:16][cH:17]2)[c:4]([O:8][CH2:9][CH2:10][OH:11])[n:5][cH:6][n:7]1.[N-:20]=[N+:21]=[N-:22].[Na+:19].[OH2:23]>>[c:2]1([N:20]=[N+:21]=[N-:22])[c:3](-[c:12]2[cH:13][cH:14][c:15]([CH3:18])[cH:16][cH:17]2)[c:4]([O:8][CH2:9][CH2:10][OH:11])[n:5][cH:6][n:7]1. Reactants: CCOC(=O)CCCn1ncc(NC2CC3CC(C2C)C3(C)C)c(Br)c1=O, C1COCCO1, CCOC(C)=O, [Na+], [OH-]. Yields the product CC1C(Nc2cnn(CCCC(=O)O)c(=O)c2Br)CC2CC1C2(C)C. RXN SMILES: [Br:1][c:2]1[c:3]([NH:17][CH:18]2[CH:19]([CH3:27])[CH:20]3[C:21]([CH3:25])([CH3:26])[CH:22]([CH2:23]2)[CH2:24]3)[cH:4][n:5][n:6]([CH2:9][CH2:10][CH2:11][C:12](=[O:13])[O:14][CH2:15][CH3:16])[c:7]1=[O:8].[CH2:36]1[O:37][CH2:38][CH2:39][O:40][CH2:41]1.[CH3:30][CH2:31][O:32][C:33](=[O:34])[CH3:35].[Na+:29].[OH-:28]>>[Br:1][c:2]1[c:3]([NH:17][CH:18]2[CH:19]([CH3:27])[CH:20]3[C:21]([CH3:25])([CH3:26])[CH:22]([CH2:23]2)[CH2:24]3)[cH:4][n:5][n:6]([CH2:9][CH2:10][CH2:11][C:12](=[O:13])[OH:14])[c:7]1=[O:8]. The reactants are ClC1=C(C=CC(=C1)NC1=C(C=C(C=C1)Cl)C)C(=O)C1=C(C=CC(=C1)OCC1OC(OC1)(C)C)F ([2-Chloro-4-(4-chloro-2-methyl-phenylamino)-phenyl]-[5-(2,2-dimethyl-[1,3]dioxolan-4-ylmethoxy)-2-fluoro-phenyl]-methanone). The solvent is C(=O)(C(F)(F)F)O.O (TFA H2O). Reaction conditions: time 1 hour. Yields the product ClC1=C(C=CC(=C1)NC1=C(C=C(C=C1)Cl)C)C(=O)C1=C(C=CC(=C1)OCC(CO)O)F ([2-Chloro-4-(4-chloro-2-methyl-phenylamino)-phenyl]-[5-(2,3-dihydroxy-propoxy)-2-fluoro-phenyl]-methanone). RXN SMILES: [Cl:1][C:2]1[CH:7]=[C:6]([NH:8][C:9]2[CH:14]=[CH:13][C:12]([Cl:15])=[CH:11][C:10]=2[CH3:16])[CH:5]=[CH:4][C:3]=1[C:17]([C:19]1[CH:24]=[C:23]([O:25][CH2:26][CH:27]2[CH2:31][O:30]C(C)(C)[O:28]2)[CH:22]=[CH:21][C:20]=1[F:34])=[O:18]>C(O)(C(F)(F)F)=O.O>[Cl:1][C:2]1[CH:7]=[C:6]([NH:8][C:9]2[CH:14]=[CH:13][C:12]([Cl:15])=[CH:11][C:10]=2[CH3:16])[CH:5]=[CH:4][C:3]=1[C:17]([C:19]1[CH:24]=[C:23]([O:25][CH2:26][CH:27]([OH:28])[CH2:31][OH:30])[CH:22]=[CH:21][C:20]=1[F:34])=[O:18] |f:1.2|. Procedure details: Compound 320 (31 mg, 0.07 mmol) was dissolved in TFA:H2O (3:1, 10 mL) and stirred at RT for 1 h. The reaction mixture was concentrated in vacuo and purified by flash chromatography using DCM/MeOH (v:v=99.5:0.5 to 98.5:1.5) as the eluent, affording the title compound as oil. 13C NMR (CDCl3) δ 190.5, 155.4 (d), 154.6 (d), 148.9, 136.7, 134.9, 134.3, 133.3, 131.2, 130.4, 128.5, 128.2 (d), 127.1, 125.1, 120.2 (d), 117.1 (d), 115.7, 115.2 (d), 112.5, 70.3, 69.9, 63.5, 17.9 Starting materials: Cc1c2c(n(-c3ccc(Cl)cc3Cl)c1Br)CCN(N1CCCCC1)C2=O, O=C([O-])[O-], COCCOC, [Na+], [Na+], OB(O)c1ccc(O)cc1, c1ccc(P(c2ccccc2)(c2ccccc2)[Pd](P(c2ccccc2)(c2ccccc2)c2ccccc2)(P(c2ccccc2)(c2ccccc2)c2ccccc2)P(c2ccccc2)(c2ccccc2)c2ccccc2)cc1. The product is Cc1c2c(n(-c3ccc(Cl)cc3Cl)c1-c1ccc(O)cc1)CCN(N1CCCCC1)C2=O. As a reaction SMILES: [Br:1][c:2]1[c:3]([CH3:26])[c:4]2[c:9]([n:10]1-[c:11]1[c:12]([Cl:18])[cH:13][c:14]([Cl:17])[cH:15][cH:16]1)[CH2:8][CH2:7][N:6]([N:19]1[CH2:20][CH2:21][CH2:22][CH2:23][CH2:24]1)[C:5]2=[O:25].[C:37](=[O:38])([O-:39])[O-:40].[CH3:43][O:44][CH2:45][CH2:46][O:47][CH3:48].[Na+:41].[Na+:42].[OH:27][c:28]1[cH:29][cH:30][c:31]([B:34]([OH:35])[OH:36])[cH:32][cH:33]1.[cH:49]1[cH:50][cH:51][c:52]([P:53]([Pd:54]([P:55]([c:56]2[cH:57][cH:58][cH:59][cH:60][cH:61]2)([c:62]2[cH:63][cH:64][cH:65][cH:66][cH:67]2)[c:68]2[cH:69][cH:70][cH:71][cH:72][cH:73]2)([P:74]([c:75]2[cH:76][cH:77][cH:78][cH:79][cH:80]2)([c:81]2[cH:82][cH:83][cH:84][cH:85][cH:86]2)[c:87]2[cH:88][cH:89][cH:90][cH:91][cH:92]2)[P:93]([c:94]2[cH:95][cH:96][cH:97][cH:98][cH:99]2)([c:100]2[cH:101][cH:102][cH:103][cH:104][cH:105]2)[c:106]2[cH:107][cH:108][cH:109][cH:110][cH:111]2)([c:112]2[cH:113][cH:114][cH:115][cH:116][cH:117]2)[c:118]2[cH:119][cH:120][cH:121][cH:122][cH:123]2)[cH:124][cH:125]1>>[c:2]1(-[c:31]2[cH:30][cH:29][c:28]([OH:27])[cH:33][cH:32]2)[c:3]([CH3:26])[c:4]2[c:9]([n:10]1-[c:11]1[c:12]([Cl:18])[cH:13][c:14]([Cl:17])[cH:15][cH:16]1)[CH2:8][CH2:7][N:6]([N:19]1[CH2:20][CH2:21][CH2:22][CH2:23][CH2:24]1)[C:5]2=[O:25]. Reactants: CCO, Cl, [Na+], C1CCOC1, [OH-], CCOC(=O)CCc1cn(Cc2ccc(OCc3ccc(-c4ccccc4)cn3)cc2)nc1-c1ccccc1. The product is O=C(O)CCc1cn(Cc2ccc(OCc3ccc(-c4ccccc4)cn3)cc2)nc1-c1ccccc1. As a reaction SMILES: [CH3:48][CH2:49][OH:50].[ClH:47].[Na+:41].[O:42]1[CH2:43][CH2:44][CH2:45][CH2:46]1.[OH-:40].[c:1]1(-[c:7]2[n:8][n:9]([CH2:19][c:20]3[cH:21][cH:22][c:23]([O:26][CH2:27][c:28]4[n:29][cH:30][c:31](-[c:34]5[cH:35][cH:36][cH:37][cH:38][cH:39]5)[cH:32][cH:33]4)[cH:24][cH:25]3)[cH:10][c:11]2[CH2:12][CH2:13][C:14](=[O:15])[O:16][CH2:17][CH3:18])[cH:2][cH:3][cH:4][cH:5][cH:6]1>>[c:1]1(-[c:7]2[n:8][n:9]([CH2:19][c:20]3[cH:21][cH:22][c:23]([O:26][CH2:27][c:28]4[n:29][cH:30][c:31](-[c:34]5[cH:35][cH:36][cH:37][cH:38][cH:39]5)[cH:32][cH:33]4)[cH:24][cH:25]3)[cH:10][c:11]2[CH2:12][CH2:13][C:14](=[O:15])[OH:16])[cH:2][cH:3][cH:4][cH:5][cH:6]1. Reactants: ClC1=C(C(=CC=C1)F)NC=1NC2=C(N1)C=C(C1=C2CC(O1)(C)C)C(=O)NC1=CC(=C(C=C1)F)C(F)(F)F (2-[(2-chloro-6-fluorophenyl)amino]-N-[4-fluoro-3-(trifluoromethyl)phenyl]-7,7-dimethyl-7,8-dihydro-1H-furo[3,2-e]benzimidazole-5-carboxamide). Solvent: C1CCOC1 (THF). Product: Cl (HCl), Cl.ClC1=C(C(=CC=C1)F)NC=1NC2=C(N1)C=C(C1=C2CC(O1)(C)C)C(=O)NC1=CC(=C(C=C1)F)C(F)(F)F (2-[(2-Chloro-6-fluorophenyl)amino]-N-[4-fluoro-3-(trifluoromethyl)phenyl]-7,7-dimethyl-7,8-dihydro-1H-furo[3,2-e]benzimidazole-5-carboxamide Hydrochloride). Yield: 182.6%. Reaction SMILES: [Cl:1][C:2]1[CH:7]=[CH:6][CH:5]=[C:4]([F:8])[C:3]=1[NH:9][C:10]1[NH:11][C:12]2[C:18]3[CH2:19][C:20]([CH3:23])([CH3:22])[O:21][C:17]=3[C:16]([C:24]([NH:26][C:27]3[CH:32]=[CH:31][C:30]([F:33])=[C:29]([C:34]([F:37])([F:36])[F:35])[CH:28]=3)=[O:25])=[CH:15][C:13]=2[N:14]=1>C1COCC1>[ClH:1].[ClH:1].[Cl:1][C:2]1[CH:7]=[CH:6][CH:5]=[C:4]([F:8])[C:3]=1[NH:9][C:10]1[NH:11][C:12]2[C:18]3[CH2:19][C:20]([CH3:23])([CH3:22])[O:21][C:17]=3[C:16]([C:24]([NH:26][C:27]3[CH:32]=[CH:31][C:30]([F:33])=[C:29]([C:34]([F:37])([F:36])[F:35])[CH:28]=3)=[O:25])=[CH:15][C:13]=2[N:14]=1 |f:3.4|. Procedure details: The title compound was prepared following the procedure described for Example-146 by using 2-[(2-chloro-6-fluorophenyl)amino]-N-[4-fluoro-3-(trifluoromethyl)phenyl]-7,7-dimethyl-7,8-dihydro-1H-furo[3,2-e]benzimidazole-5-carboxamide (Example-104, 0.100 g), THF, conc.HCl to afford 0.065 g of the desired product. 1HNMR (DMSO-d6): δ 1.58 (s, 6H), 3.19 (s, 2H), 7.50-7.63 (m, 4H), 7.88 (m, 2H), 8.30 (d, J=4.2 Hz, 1H), 9.98 (s, 1H), 11.50 (br s, 1H), 12.70 (br s, 2H).